Dataset: the Open Reaction Database (ORD), a public repository of structured organic reaction records. Task: describe an organic reaction: reactants, conditions, products, and yield The reactants are COC(=O)c1cc(C)c(N)c(C)c1, CS(C)(=O)=O, CC(=O)O, CS(C)=O, [H-], [Na+], O. Product: Cc1cc(C(=O)CS(C)(=O)=O)cc(C)c1N. RXN SMILES: [CH3:12][O:13][C:14]([c:15]1[cH:16][c:17]([CH3:23])[c:18]([NH2:22])[c:19]([CH3:21])[cH:20]1)=[O:24].[CH3:1][S:2](=[O:3])(=[O:4])[CH3:5].[CH3:25][C:26](=[O:27])[OH:28].[CH3:8][S:9]([CH3:10])=[O:11].[H-:6].[Na+:7].[OH2:29]>>[CH2:1]([S:2](=[O:3])(=[O:4])[CH3:5])[C:14](=[O:13])[c:15]1[cH:16][c:17]([CH3:23])[c:18]([NH2:22])[c:19]([CH3:21])[cH:20]1. The reactants are NCCNC1=C2N=CN(C2=NC(=N1)Cl)C1CCCC1 (N-(2-aminoethyl)-2-chloro-9-cyclopentyl-9H-purin-6-amine), [BH3-]C#N.[Na+] (NaBH3CN), ClC1=CC=C(C=O)C=C1 (4-chlorobenzaldehyde), CO (methanol). The solvent is CCOC(=O)C (AcOEt), C(C)(=O)O (acetic acid). Reaction conditions: time 5 hour. Product: ClC1=NC(=C2N=CN(C2=N1)C1CCCC1)NCCNCC1=CC=C(C=C1)Cl (2-chloro-N-[2-[[(4-chlorophenyl)-methyl]-amino]-ethyl]-9-cyclopentyl-9H-purin-6-amine). Isolated yield 63.8%. Reaction SMILES: [NH2:1][CH2:2][CH2:3][NH:4][C:5]1[N:13]=[C:12]([Cl:14])[N:11]=[C:10]2[C:6]=1[N:7]=[CH:8][N:9]2[CH:15]1[CH2:19][CH2:18][CH2:17][CH2:16]1.[Cl:20][C:21]1[CH:28]=[CH:27][C:24]([CH:25]=O)=[CH:23][CH:22]=1.CO.[BH3-]C#N.[Na+]>CCOC(C)=O.C(O)(=O)C>[Cl:14][C:12]1[N:11]=[C:10]2[C:6]([N:7]=[CH:8][N:9]2[CH:15]2[CH2:19][CH2:18][CH2:17][CH2:16]2)=[C:5]([NH:4][CH2:3][CH2:2][NH:1][CH2:25][C:24]2[CH:27]=[CH:28][C:21]([Cl:20])=[CH:22][CH:23]=2)[N:13]=1 |f:3.4|. Procedure details: The operation is carried out as in Stage 2 of Example 7 starting from 280 mg of the product obtained in Stage 1 of Example 7, 197 mg of 4-chlorobenzaldehyde in place of the benzaldehyde, 4 ml of methanol and 0.2 ml of acetic acid then the reaction medium is agitated at ambient temperature for 5 hours. Then 100 mg of NaBH3CN is added and the reaction medium is agitated at ambient temperature for approximately 1 hour. 10 ml AcOEt is added, followed by washing with 2×5 ml of H2O, then 5 ml of a sat... Starting materials: ClCCCl, O=C(O)Cc1ccc(F)c(F)c1, O=S(Cl)Cl. Yields the product O=C(Cl)Cc1ccc(F)c(F)c1. Reaction SMILES: [Cl:17][CH2:18][CH2:19][Cl:20].[F:1][c:2]1[cH:3][c:4]([CH2:9][C:10](=[O:11])[OH:12])[cH:5][cH:6][c:7]1[F:8].[S:13]([Cl:14])([Cl:15])=[O:16]>>[F:1][c:2]1[cH:3][c:4]([CH2:9][C:10](=[O:12])[Cl:15])[cH:5][cH:6][c:7]1[F:8]. Starting materials: CN(C)Cc1nc(CCl)cs1, CCO, CNC(=NC#N)NCCS, Cl, [Na]. Yields the product CNC(=NC#N)NCCSCc1csc(CN(C)C)n1. Reaction SMILES: [CH3:13][N:14]([CH3:15])[CH2:16][c:17]1[s:18][cH:19][c:20]([CH2:22][Cl:23])[n:21]1.[CH3:24][CH2:25][OH:26].[CH3:2][NH:3][C:4](=[N:5][C:6]#[N:7])[NH:8][CH2:9][CH2:10][SH:11].[ClH:12].[Na:1]>>[CH3:2][NH:3][C:4](=[N:5][C:6]#[N:7])[NH:8][CH2:9][CH2:10][S:11][CH2:22][c:20]1[cH:19][s:18][c:17]([CH2:16][N:14]([CH3:13])[CH3:15])[n:21]1.